Dataset: the Open Reaction Database (ORD), a public repository of structured organic reaction records. Task: describe an organic reaction: reactants, conditions, products, and yield Yields the product CC12CC(CCCCCCCCCC(CCC(F)(F)C(F)(F)C(F)(F)C(F)(F)F)C(=O)O)C3c4ccc(O)cc4CCC3C1CCC2O. The reactants are CCO, Cl, [Na+], [OH-], O, CCOC(=O)C(CCCCCCCCCC1CC2(C)C(O)CCC2C2CCc3cc(O)ccc3C12)CCC(F)(F)C(F)(F)C(F)(F)C(F)(F)F. As a reaction SMILES: [CH3:54][CH2:55][OH:56].[ClH:53].[Na+:52].[OH-:51].[OH2:57].[OH:1][c:2]1[cH:3][c:4]2[c:17]([cH:18][cH:19]1)[CH:16]1[CH:7]([CH2:6][CH2:5]2)[CH:8]2[CH2:9][CH2:10][CH:11]([OH:50])[C:12]2([CH3:13])[CH2:14][CH:15]1[CH2:20][CH2:21][CH2:22][CH2:23][CH2:24][CH2:25][CH2:26][CH2:27][CH2:28][CH:29]([C:30](=[O:31])[O:32][CH2:33][CH3:34])[CH2:35][CH2:36][C:37]([C:38]([C:39]([C:40]([F:41])([F:42])[F:43])([F:44])[F:45])([F:46])[F:47])([F:48])[F:49]>>[OH:1][c:2]1[cH:3][c:4]2[c:17]([cH:18][cH:19]1)[CH:16]1[CH:7]([CH2:6][CH2:5]2)[CH:8]2[CH2:9][CH2:10][CH:11]([OH:50])[C:12]2([CH3:13])[CH2:14][CH:15]1[CH2:20][CH2:21][CH2:22][CH2:23][CH2:24][CH2:25][CH2:26][CH2:27][CH2:28][CH:29]([C:30](=[O:31])[OH:32])[CH2:35][CH2:36][C:37]([C:38]([C:39]([C:40]([F:41])([F:42])[F:43])([F:44])[F:45])([F:46])[F:47])([F:48])[F:49]. Reactants: O=C([O-])[O-], CCCCCCCCBr, [K+], [K+], CN(C)C=O, Oc1ccc(-c2c3ccc(n3)c(-c3ccc(O)cc3)c3ccc([nH]3)c(-c3ccc(O)cc3)c3ccc(n3)c(-c3ccc(O)cc3)c3ccc2[nH]3)cc1. Yields the product CCCCCCCCOc1ccc(-c2c3ccc(n3)c(-c3ccc(O)cc3)c3ccc([nH]3)c(-c3ccc(O)cc3)c3ccc(n3)c(-c3ccc(O)cc3)c3ccc2[nH]3)cc1. Reaction SMILES: [C:53](=[O:54])([O-:55])[O-:56].[CH2:59]([CH2:60][CH2:61][CH2:62][CH2:63][CH2:64][CH2:65][CH3:66])[Br:67].[K+:57].[K+:58].[O:68]=[CH:69][N:70]([CH3:71])[CH3:72].[OH:1][c:2]1[cH:3][cH:4][c:5](-[c:8]2[c:9]3[cH:10][cH:11][c:12]([nH:13]3)[c:14](-[c:46]3[cH:47][cH:48][c:49]([OH:52])[cH:50][cH:51]3)[c:15]3[cH:16][cH:17][c:18]([c:19](-[c:38]4[cH:39][cH:40][c:41]([OH:44])[cH:42][cH:43]4)[c:20]4[cH:21][cH:22][c:23]([c:24](-[c:30]5[cH:31][cH:32][c:33]([OH:36])[cH:34][cH:35]5)[c:25]5[cH:26][cH:27][c:28]2[n:29]5)[nH:37]4)[n:45]3)[cH:6][cH:7]1>>[O:1]([c:2]1[cH:3][cH:4][c:5](-[c:8]2[c:9]3[cH:10][cH:11][c:12]([nH:13]3)[c:14](-[c:46]3[cH:47][cH:48][c:49]([OH:52])[cH:50][cH:51]3)[c:15]3[cH:16][cH:17][c:18]([c:19](-[c:38]4[cH:39][cH:40][c:41]([OH:44])[cH:42][cH:43]4)[c:20]4[cH:21][cH:22][c:23]([c:24](-[c:30]5[cH:31][cH:32][c:33]([OH:36])[cH:34][cH:35]5)[c:25]5[cH:26][cH:27][c:28]2[n:29]5)[nH:37]4)[n:45]3)[cH:6][cH:7]1)[CH2:59][CH2:60][CH2:61][CH2:62][CH2:63][CH2:64][CH2:65][CH3:66]. Reactants: C(C1=CC=CC=C1)N(CC(COC1=CC=C(C=C1)C=1SC=C(N1)C(F)(F)F)O)CCOC1=CC(=C(C=C1)O)C(N)=O (1-[N-benzyl-2-(3-carbamoyl-4-hydroxyphenoxy)-ethylamino]-3-[4-[4-(trifluoromethyl)-thiazol-2-yl]-phenoxy]-2-propanol). The reagents and catalysts are [Pd] (palladium-on-carbon). The solvent is CO (methanol). Yields the product C(N)(=O)C=1C=C(OCCNCC(COC2=CC=C(C=C2)C=2SC=C(N2)C(F)(F)F)O)C=CC1O (1-[2-(3-carbamoyl-4-hydroxyphenoxy)-ethylamino]-3-[4-[4-(trifluoromethyl)-thiazol-2-yl]-phenoxy]-2-propanol). As a reaction SMILES: C([N:8]([CH2:29][CH2:30][O:31][C:32]1[CH:37]=[CH:36][C:35]([OH:38])=[C:34]([C:39](=[O:41])[NH2:40])[CH:33]=1)[CH2:9][CH:10]([OH:28])[CH2:11][O:12][C:13]1[CH:18]=[CH:17][C:16]([C:19]2[S:20][CH:21]=[C:22]([C:24]([F:27])([F:26])[F:25])[N:23]=2)=[CH:15][CH:14]=1)C1C=CC=CC=1>[Pd].CO>[C:39]([C:34]1[CH:33]=[C:32]([CH:37]=[CH:36][C:35]=1[OH:38])[O:31][CH2:30][CH2:29][NH:8][CH2:9][CH:10]([OH:28])[CH2:11][O:12][C:13]1[CH:14]=[CH:15][C:16]([C:19]2[S:20][CH:21]=[C:22]([C:24]([F:27])([F:26])[F:25])[N:23]=2)=[CH:17][CH:18]=1)(=[O:41])[NH2:40]. Procedure: After the addition of a total of 5 g of palladium-on-carbon catalyst (5%), a solution of 2.95 g of crude 1-[N-benzyl-2-(3-carbamoyl-4-hydroxyphenoxy)-ethylamino]-3-[4-[4-(trifluoromethyl)-thiazol-2-yl]-phenoxy]-2-propanol in 80 ml of methanol is hydrogenated at 60° and a pressure of 4 bar until the absorption of hydrogen has ceased, the reaction product partly precipitating out of the solution. The suspension is diluted with 50 ml of dioxan/methanol, heated and filtered through a filter aid. The... Starting materials: CI (methyl iodide), FC=1C=C(C(=O)O)C=CC1NCCCCCCCCCCCCCCCC (3-fluoro-4-(hexadecylamino)-benzoic acid), [H-].[Na+] (sodium hydride). Solvent: CN(P(=O)(N(C)C)N(C)C)C (hexamethylphosphoramide), CN(P(=O)(N(C)C)N(C)C)C (hexamethylphosphoramide). Reaction conditions: temperature 25 celsius, time 1 hour. Yields the product FC=1C=C(C(=O)OC)C=CC1NCCCCCCCCCCCCCCCC (methyl 3-fluoro-4-(hexadecylamino)-benzoate). Reaction SMILES: [F:1][C:2]1[CH:3]=[C:4]([CH:8]=[CH:9][C:10]=1[NH:11][CH2:12][CH2:13][CH2:14][CH2:15][CH2:16][CH2:17][CH2:18][CH2:19][CH2:20][CH2:21][CH2:22][CH2:23][CH2:24][CH2:25][CH2:26][CH3:27])[C:5]([OH:7])=[O:6].[H-].[Na+].[CH3:30]I>CN(C)P(N(C)C)(N(C)C)=O>[F:1][C:2]1[CH:3]=[C:4]([CH:8]=[CH:9][C:10]=1[NH:11][CH2:12][CH2:13][CH2:14][CH2:15][CH2:16][CH2:17][CH2:18][CH2:19][CH2:20][CH2:21][CH2:22][CH2:23][CH2:24][CH2:25][CH2:26][CH3:27])[C:5]([O:7][CH3:30])=[O:6] |f:1.2|. Procedure: A solution of 7.20 g of 3-fluoro-4-(hexadecylamino)-benzoic acid in 25 ml of hexamethylphosphoramide is added to a stirred mixture of 0.800 g of sodium hydride (57% in mineral oil) and 25 ml of hexamethylphosphoramide. The solution which forms after one hour is treated with 11.0 g of methyl iodide and is then stirred at 25° C. for 18 hours. Dilution with water followed by filtration affords a white solid which is crystallized from ethanol to yield methyl 3-fluoro-4-(hexadecylamino)-benzoate as a... Starting materials: Cc1ccccc1, O=Cc1cc(Cl)cnc1Cl, CC1CN(C(=O)CO)C(C)CN1Cc1ccc(F)cc1, [H-], [Na+]. Product: CC1CN(C(=O)COc2ncc(Cl)cc2C=O)C(C)CN1Cc1ccc(F)cc1. As a reaction SMILES: [CH3:33][c:34]1[cH:35][cH:36][cH:37][cH:38][cH:39]1.[Cl:23][c:24]1[n:25][cH:26][c:27]([Cl:32])[cH:28][c:29]1[CH:30]=[O:31].[F:3][c:4]1[cH:5][cH:6][c:7]([CH2:8][N:9]2[CH2:10][CH:11]([CH3:20])[N:12]([C:16]([CH2:17][OH:18])=[O:19])[CH2:13][CH:14]2[CH3:15])[cH:21][cH:22]1.[H-:1].[Na+:2]>>[F:3][c:4]1[cH:5][cH:6][c:7]([CH2:8][N:9]2[CH2:10][CH:11]([CH3:20])[N:12]([C:16]([CH2:17][O:18][c:24]3[n:25][cH:26][c:27]([Cl:32])[cH:28][c:29]3[CH:30]=[O:31])=[O:19])[CH2:13][CH:14]2[CH3:15])[cH:21][cH:22]1. Starting materials: [Al+3], C1CCOC1, COc1cc2cc(C(=O)O)ccc2c(OC)c1OC, [H-], [H-], [H-], [H-], [Li+], [Na+], [Na+], O, O, O, O, O, O, O, O, O, O, O=S(=O)([O-])[O-]. The product is COc1cc2cc(CO)ccc2c(OC)c1OC. RXN SMILES: [Al+3:2].[CH2:43]1[O:44][CH2:45][CH2:46][CH2:47]1.[CH3:7][O:8][c:9]1[c:10]2[cH:11][cH:12][c:13]([C:23](=[O:24])[OH:25])[cH:14][c:15]2[cH:16][c:17]([O:21][CH3:22])[c:18]1[O:19][CH3:20].[H-:1].[H-:4].[H-:5].[H-:6].[Li+:3].[Na+:41].[Na+:42].[OH2:26].[OH2:27].[OH2:28].[OH2:29].[OH2:30].[OH2:31].[OH2:32].[OH2:33].[OH2:34].[OH2:35].[S:36]([O-:37])([O-:38])(=[O:39])=[O:40]>>[CH3:7][O:8][c:9]1[c:10]2[cH:11][cH:12][c:13]([CH2:23][OH:24])[cH:14][c:15]2[cH:16][c:17]([O:21][CH3:22])[c:18]1[O:19][CH3:20]. RXN SMILES: [C:1]([CH3:2])([CH3:3])([CH3:4])[O:5][C:6](=[O:7])[NH:8][CH:9]1[CH:10]=[CH:11][C:12]([C:14](=[O:15])[O:16][CH3:17])([CH2:18][O:19][CH2:20][CH3:21])[CH2:13]1.[CH3:30][OH:31].[Li+:24].[O:25]1[CH2:26][CH2:27][CH2:28][CH2:29]1.[OH-:23].[OH2:22].[OH2:32]>>[C:1]([CH3:2])([CH3:3])([CH3:4])[O:5][C:6](=[O:7])[NH:8][CH:9]1[CH:10]=[CH:11][C:12]([C:14](=[O:15])[OH:16])([CH2:18][O:19][CH2:20][CH3:21])[CH2:13]1. The product is CCOCC1(C(=O)O)C=CC(NC(=O)OC(C)(C)C)C1. Reactants: CCOCC1(C(=O)OC)C=CC(NC(=O)OC(C)(C)C)C1, CO, [Li+], C1CCOC1, [OH-], O, O.